This data is from the Open Reaction Database (ORD), a public repository of structured organic reaction records. The task is: describe an organic reaction: reactants, conditions, products, and yield The reactants are S(=O)(Cl)Cl (Thionyl chloride), ClC=1C(=C(C(=C(C1)C(C)O)OC)C=1C=CC(=NC1)C(=O)N(C)C)C#N (5-[3-chloro-2-cyano-5-(1-hydroxyethyl)-6-methoxyphenyl]N,N-dimethylpyridine-2-carboxamide), C(Cl)Cl (methylene chloride). The solvent is CN(C=O)C (N,N-dimethylformamide). Conditions: time 5 hour. Yields the product ClC=1C(=C(C(=C(C1)C(C)Cl)OC)C=1C=CC(=NC1)C(=O)N(C)C)C#N (5-[3-chloro-5-(1-chloroethyl)-2-cyano-6-methoxyphenyl]-N,N-dimethylpyridine-2-carboxamide). The yield is 80.0%. As a reaction SMILES: S(Cl)(Cl)=O.[Cl:5][C:6]1[C:7]([C:28]#[N:29])=[C:8]([C:17]2[CH:18]=[CH:19][C:20]([C:23]([N:25]([CH3:27])[CH3:26])=[O:24])=[N:21][CH:22]=2)[C:9]([O:15][CH3:16])=[C:10]([CH:12](O)[CH3:13])[CH:11]=1.C(Cl)[Cl:31]>CN(C)C=O>[Cl:5][C:6]1[C:7]([C:28]#[N:29])=[C:8]([C:17]2[CH:18]=[CH:19][C:20]([C:23]([N:25]([CH3:27])[CH3:26])=[O:24])=[N:21][CH:22]=2)[C:9]([O:15][CH3:16])=[C:10]([CH:12]([Cl:31])[CH3:13])[CH:11]=1. Procedure: Thionyl chloride (800 μL, 10 mmol) was added dropwise to a solution of 5-[3-chloro-2-cyano-5-(1-hydroxyethyl)-6-methoxyphenyl]N,N-dimethylpyridine-2-carboxamide (2 g, 6 mmol), methylene chloride (100 mL) and N,N-dimethylformamide (100 μL) at room temperature. The reaction was stirred for 5 hrs and was complete by LC/MS. The reaction mixture was partitioned between EtOAc and water. The combined organic layer was washed with saturated NaHCO3, brine, dried over Na2SO4, filtered and concentrated to ... The reactants are C(C)(CC)[Li] (sec-butyllithium), BrC1=CN=CC2=CC=CC=C12 (4-bromoisoquinoline), C(C)(C)(C)OC(=O)N1CCC(CC1)=O (1-tert-butoxycarbonyl-4-piperidone). The solvent is O1CCCC1 (tetrahydrofuran), O1CCCC1 (tetrahydrofuran). Conditions: time 1.5 hour. The product is C(C)(C)(C)OC(=O)N1CCC(CC1)(O)C1=CN=CC2=CC=CC=C12 (1-tert-butoxycarbonyl-4-(isoquin-olin-4-yl)-4-hydroxypiperidine). Isolated yield 39.0%. Reaction SMILES: Br[C:2]1[C:11]2[C:6](=[CH:7][CH:8]=[CH:9][CH:10]=2)[CH:5]=[N:4][CH:3]=1.C([Li])(CC)C.[C:17]([O:21][C:22]([N:24]1[CH2:29][CH2:28][C:27](=[O:30])[CH2:26][CH2:25]1)=[O:23])([CH3:20])([CH3:19])[CH3:18]>O1CCCC1>[C:17]([O:21][C:22]([N:24]1[CH2:29][CH2:28][C:27]([C:2]2[C:11]3[C:6](=[CH:7][CH:8]=[CH:9][CH:10]=3)[CH:5]=[N:4][CH:3]=2)([OH:30])[CH2:26][CH2:25]1)=[O:23])([CH3:20])([CH3:18])[CH3:19]. Procedure details: A solution of 6.46 gm (31.1 mMol) 4-bromoisoquinoline in 80 mL tetrahydrofuran was cooled to −100° C. under a nitrogen atmosphere. To this solution was added dropwise 28.7 mL (37.3 mmol) sec-butyllithium (1.3 M in hexanes) and the reaction mixture was allowed to stir for 1.5 hours. To the reaction mixture was then added dropwise a solution of 1-tert-butoxycarbonyl-4-piperidone in 20 mL tetrahydrofuran dropwise. The reaction mixture was then stirred for 18 hours at room temperature. The reaction ... Run at time 2 hour. Yield: 161.8%. Reaction SMILES: [Cl:1][C:2]1[CH:3]=[C:4]2[CH:10]=[C:9]([C:11]([C:13]3[CH:18]=[CH:17][CH:16]=[CH:15][CH:14]=3)=O)[NH:8][C:5]2=[CH:6][N:7]=1.[C:19]([NH:22][NH2:23])([NH2:21])=[NH:20].[ClH:24].Cl>C(O)C>[ClH:1].[ClH:24].[Cl:1][C:2]1[CH:3]=[C:4]2[CH:10]=[C:9]([C:11](=[N:23][NH:22][C:19]([NH2:21])=[NH:20])[C:13]3[CH:18]=[CH:17][CH:16]=[CH:15][CH:14]=3)[NH:8][C:5]2=[CH:6][N:7]=1 |f:1.2,5.6.7|. Run in C(C)O (ethanol). Reported procedure: To a solution of (5-chloro-1H-pyrrolo[2,3-c]pyridin-2-yl)(phenyl)methanone (Example 73) (65 mg, 0.25 mmol) in ethanol (5 mL) was added aminoguanidine hydrochloride (55 mg, 0.85 mmol) and 6 N HCl (0.2 mL). The reaction mixture was heated to reflux under N2. After 2 h, heating was terminated and the reaction mixture was cooled to room temperature forming a white precipitate. The precipitate was collected by filtration and dried under vacuum to provide [[(5-chloro-1H-pyrrolo[2,3-c]pyridin-2-yl)(phe... The product is Cl.Cl.ClC=1C=C2C(=CN1)NC(=C2)C(C2=CC=CC=C2)=NNC(=N)N ([[(5-chloro-1H-pyrrolo[2,3-c]pyridin-2-yl)(phenyl)methylene]amino]guanidine dihydrochloride). Starting materials: ClC=1C=C2C(=CN1)NC(=C2)C(=O)C2=CC=CC=C2 ((5-chloro-1H-pyrrolo[2,3-c]pyridin-2-yl)(phenyl)methanone), C(=N)(N)NN.Cl (aminoguanidine hydrochloride), Cl (HCl). Starting materials: COCCCl, O=Cc1cc2c(Nc3cccc(Cl)c3F)ncnc2cc1O, [K+], [K+], O=C([O-])[O-], CN(C)C=O. The product is COCCOc1cc2ncnc(Nc3cccc(Cl)c3F)c2cc1C=O. As a reaction SMILES: [CH3:1][O:2][CH2:3][CH2:4][Cl:5].[Cl:6][c:7]1[c:8]([F:27])[c:9]([NH:13][c:14]2[n:15][cH:16][n:17][c:18]3[cH:19][c:20]([OH:26])[c:21]([CH:24]=[O:25])[cH:22][c:23]23)[cH:10][cH:11][cH:12]1.[K+:28].[K+:29].[O-:30][C:31]([O-:32])=[O:33].[O:34]=[CH:35][N:36]([CH3:37])[CH3:38]>>[CH3:1][O:2][CH2:3][CH2:4][O:26][c:20]1[cH:19][c:18]2[n:17][cH:16][n:15][c:14]([NH:13][c:9]3[c:8]([F:27])[c:7]([Cl:6])[cH:12][cH:11][cH:10]3)[c:23]2[cH:22][c:21]1[CH:24]=[O:25]. The reactants are C(=O)[O-].[NH4+] (ammonium formate), NC1=NC(=C2N=CN(C2=N1)C[C@@H](CCOC([C@@H](NC(=O)OC(C)(C)C)C(C)C)=O)COC(CCCCCCCCCCCCCCCCC)=O)Cl ((R)-2-amino-9-(2-stearoyloxymethyl-4-(N-tert-butoxycarbonyl-L-valyloxy)butyl)-6-chloropurine), C(=O)[O-].[NH4+] (ammonium formate). The reagents and catalysts are [Pd] (palladium on carbon). The solvent is CO.C(C)(=O)OCC (methanol ethyl acetate). Conditions: time 1 hour. Yields the product NC1=NC=C2N=CN(C2=N1)C[C@@H](CCOC([C@@H](NC(=O)OC(C)(C)C)C(C)C)=O)COC(CCCCCCCCCCCCCCCCC)=O ((R)-2-Amino-9-(2-stearoyloxymethyl-4-(N-tert-butoxycarbonyl-L-valyloxy)butyl)purine). Reaction SMILES: [NH2:1][C:2]1[N:10]=[C:9]2[C:5]([N:6]=[CH:7][N:8]2[CH2:11][C@H:12]([CH2:30][O:31][C:32](=[O:50])[CH2:33][CH2:34][CH2:35][CH2:36][CH2:37][CH2:38][CH2:39][CH2:40][CH2:41][CH2:42][CH2:43][CH2:44][CH2:45][CH2:46][CH2:47][CH2:48][CH3:49])[CH2:13][CH2:14][O:15][C:16](=[O:29])[C@H:17]([CH:26]([CH3:28])[CH3:27])[NH:18][C:19]([O:21][C:22]([CH3:25])([CH3:24])[CH3:23])=[O:20])=[C:4](Cl)[N:3]=1.C([O-])=O.[NH4+]>CO.C(OCC)(=O)C.[Pd]>[NH2:1][C:2]1[N:10]=[C:9]2[C:5]([N:6]=[CH:7][N:8]2[CH2:11][C@H:12]([CH2:30][O:31][C:32](=[O:50])[CH2:33][CH2:34][CH2:35][CH2:36][CH2:37][CH2:38][CH2:39][CH2:40][CH2:41][CH2:42][CH2:43][CH2:44][CH2:45][CH2:46][CH2:47][CH2:48][CH3:49])[CH2:13][CH2:14][O:15][C:16](=[O:29])[C@H:17]([CH:26]([CH3:28])[CH3:27])[NH:18][C:19]([O:21][C:22]([CH3:25])([CH3:24])[CH3:23])=[O:20])=[CH:4][N:3]=1 |f:1.2,3.4|. Procedure: To the solution of (R)-2-amino-9-(2-stearoyloxymethyl-4-(N-tert-butoxycarbonyl-L-valyloxy)butyl)-6-chloropurine (240 mg, 0.33 mmole) in methanol/ethyl acetate (6 ml, 3:1 V/V) were added ammonium formate (105 mg, 1.65 mmole) and 10% palladium on carbon (15 mg). The reaction was kept under reflux for 1 hour and recharged with ammonium formate (70 mg). After one hour more the TLC showed completion of the reaction and the mixture was filtered through Celite and washed extensively with ethanol. The f... Reactants: C(=O)C1=CC=C(C=C1)B(O)O (p-formylbenzeneboronic acid), BrC1=CC=2N=CN=C(C2S1)NC=1C=C2C=CNC2=CC1 ((6-bromo-thieno[3,2-d]pyrimidin-4-yl)-(1H-indol-5-yl)-amine). The product is N1C=CC2=CC(=CC=C12)NC=1C2=C(N=CN1)C=C(S2)C2=CC=C(C=O)C=C2 (4-[4-(1H-Indol-5-ylamino)-thieno[3,2-d]pyrimidin-6-yl]-benzaldehyde). Reaction SMILES: [CH:1]([C:3]1[CH:8]=[CH:7][C:6](B(O)O)=[CH:5][CH:4]=1)=[O:2].Br[C:13]1[S:21][C:20]2[C:19]([NH:22][C:23]3[CH:24]=[C:25]4[C:29](=[CH:30][CH:31]=3)[NH:28][CH:27]=[CH:26]4)=[N:18][CH:17]=[N:16][C:15]=2[CH:14]=1>>[NH:28]1[C:29]2[C:25](=[CH:24][C:23]([NH:22][C:19]3[C:20]4[S:21][C:13]([C:6]5[CH:7]=[CH:8][C:3]([CH:1]=[O:2])=[CH:4][CH:5]=5)=[CH:14][C:15]=4[N:16]=[CH:17][N:18]=3)=[CH:31][CH:30]=2)[CH:26]=[CH:27]1. Procedure details: The title compound was prepared from p-formylbenzeneboronic acid and (6-bromo-thieno[3,2-d]pyrimidin-4-yl)-(1H-indol-5-yl)-amine by a procedure analogous to example 2. 1H NMR (400 MHz, DMSO) d 11.2 (s, 1H), 9.95 (s, 1H), 8.85 (s, 1H), 7.90 (m, 6H), 7.75 (s, 1H), 7.46 (m, 3H), 7.20 (d, 1H), 6.49 (s, 1H), 2.28 (s, 3H), LC-MS: 371 (MH+); HPLC RT: 4.10 minutes. Reactants: [BH4-].[Li+] (lithium borohydride), O=C1N(CCC1)CCOC1=CC=C(C=C1)C(=O)C=1C2=C(SC1C1=CC=C(C=C1)OCCN1CCCC1)C=CC=C2 (2-[4-[2-(1-Pyrrolidinyl)ethoxy]phenyl]benzo[b]thiophen-3-yl 4-[2-(2-oxopyrrolidin-1-yl)ethoxy]phenyl ketone), C(C)[SiH](CC)CC (triethylsilane), FC(C(=O)O)(F)F (trifluroacetic acid). The solvent is ClCCl (dichloromethane), C1CCOC1.CO (THF MeOH), [Cl-].[Na+].O (brine). Procedure: 2-[4-[2-(1-Pyrrolidinyl)ethoxy]phenyl]benzo[b]thiophen-3-yl 4-[2-(2-oxopyrrolidin-1-yl)ethoxy]phenyl ketone (120 mg) was dissolved in THF/MeOH (3.0/0.3 mL) and treated with lithium borohydride (40 mg) in one portion and allowed to stir at ambient temperature for 4 h. The reaction mixture was diluted with brine (30 mL) and extracted with dichloromethane (20 mL×3). The combined organic layers were dried with sodium sulfate and concentrated in vacuo to give the crude alcohol. This material was diss... Reaction SMILES: [O:1]=[C:2]1[CH2:6][CH2:5][CH2:4][N:3]1[CH2:7][CH2:8][O:9][C:10]1[CH:15]=[CH:14][C:13]([C:16]([C:18]2[C:19]3[CH:40]=[CH:39][CH:38]=[CH:37][C:20]=3[S:21][C:22]=2[C:23]2[CH:28]=[CH:27][C:26]([O:29][CH2:30][CH2:31][N:32]3[CH2:36][CH2:35][CH2:34][CH2:33]3)=[CH:25][CH:24]=2)=O)=[CH:12][CH:11]=1.[BH4-].[Li+].C([SiH](CC)CC)C.FC(F)(F)C(O)=O>C1COCC1.CO.[Cl-].[Na+].O.ClCCl>[O:1]=[C:2]1[CH2:6][CH2:5][CH2:4][N:3]1[CH2:7][CH2:8][O:9][C:10]1[CH:15]=[CH:14][C:13]([CH2:16][C:18]2[C:19]3[CH:40]=[CH:39][CH:38]=[CH:37][C:20]=3[S:21][C:22]=2[C:23]2[CH:28]=[CH:27][C:26]([O:29][CH2:30][CH2:31][N:32]3[CH2:36][CH2:35][CH2:34][CH2:33]3)=[CH:25][CH:24]=2)=[CH:12][CH:11]=1 |f:1.2,5.6,7.8.9|. Reaction conditions: time 4 hour. Isolated yield 23.1%. Yields the product O=C1N(CCC1)CCOC1=CC=C(CC=2C3=C(SC2C2=CC=C(C=C2)OCCN2CCCC2)C=CC=C3)C=C1 (3-[4-[2-(2-Oxopyrrolidin-1-yl)ethoxy]benzyl]-2-[4-[2-(1-pyrrolidinyl)ethoxy]phenyl]benzo[b]thiophene). Reactants: OCc1cnc(-c2ccc(OC(F)(F)F)cc2)nc1C1CC1, O=S(Cl)Cl. The product is FC(F)(F)Oc1ccc(-c2ncc(CCl)c(C3CC3)n2)cc1. Reaction SMILES: [CH:1]1([c:4]2[n:5][c:6](-[c:12]3[cH:13][cH:14][c:15]([O:18][C:19]([F:20])([F:21])[F:22])[cH:16][cH:17]3)[n:7][cH:8][c:9]2[CH2:10][OH:11])[CH2:2][CH2:3]1.[S:23]([Cl:24])([Cl:25])=[O:26]>>[CH:1]1([c:4]2[n:5][c:6](-[c:12]3[cH:13][cH:14][c:15]([O:18][C:19]([F:20])([F:21])[F:22])[cH:16][cH:17]3)[n:7][cH:8][c:9]2[CH2:10][Cl:25])[CH2:2][CH2:3]1. Reactants: ClC1=CC=C(C=C1)C=1N(C(NN1)=O)C[C@@H](C(F)(F)F)O (5-(4-Chlorophenyl)-4-[(2S)-3,3,3-trifluoro-2-hydroxypropyl]-2,4-dihydro-3H-1,2,4-triazol-3-one), C([O-])([O-])=O.[Cs+].[Cs+] (cesium carbonate), BrCC1=CC=C(C(=C1)C1=C(C=CC=C1)C(F)(F)F)C(=O)OC (Methyl 5-(bromomethyl)-2′-(trifluoromethyl)biphenyl-2-carboxylate). Run in C(C)#N (acetonitrile). Yields the product ClC1=CC=C(C=C1)C1=NN(C(N1C[C@@H](C(F)(F)F)O)=O)CC1=CC=C(C(=C1)C1=C(C=CC=C1)C(F)(F)F)C(=O)OC (Methyl 5-({3-(4-chlorophenyl)-5-oxo-4-[(2S)-3,3,3-trifluoro-2-hydroxypropyl]-4,5-dihydro-1H-1,2,4-triazol-1-yl}methyl)-2′-(trifluoromethyl)biphenyl-2-carboxylate). Reaction SMILES: [Cl:1][C:2]1[CH:7]=[CH:6][C:5]([C:8]2[N:9]([CH2:14][C@H:15]([OH:20])[C:16]([F:19])([F:18])[F:17])[C:10](=[O:13])[NH:11][N:12]=2)=[CH:4][CH:3]=1.C(=O)([O-])[O-].[Cs+].[Cs+].Br[CH2:28][C:29]1[CH:34]=[C:33]([C:35]2[CH:40]=[CH:39][CH:38]=[CH:37][C:36]=2[C:41]([F:44])([F:43])[F:42])[C:32]([C:45]([O:47][CH3:48])=[O:46])=[CH:31][CH:30]=1>C(#N)C>[Cl:1][C:2]1[CH:7]=[CH:6][C:5]([C:8]2[N:9]([CH2:14][C@H:15]([OH:20])[C:16]([F:18])([F:19])[F:17])[C:10](=[O:13])[N:11]([CH2:28][C:29]3[CH:34]=[C:33]([C:35]4[CH:40]=[CH:39][CH:38]=[CH:37][C:36]=4[C:41]([F:42])([F:43])[F:44])[C:32]([C:45]([O:47][CH3:48])=[O:46])=[CH:31][CH:30]=3)[N:12]=2)=[CH:4][CH:3]=1 |f:1.2.3|. Procedure details: 179 mg (0.58 mmol) of the compound from Example 5A and 285 mg (0.88 mmol) of cesium carbonate were suspended in 5 ml of acetonitrile, and 340 mg (0.58 mmol) of the compound from Example 108A were added. The mixture was stirred under reflux for 4 h. The precipitated solid was then filtered off and the filtrate was concentrated under reduced pressure to a volume of about 1.5 ml. After addition of 0.5 ml of 1 N hydrochloric acid, the mixture was directly purified chromatographically [Method 19]. Th... The reactants are C1=NC(=C2C(=N1)N(C=N2)[C@H]3C[C@@H]([C@H](O3)COP(=O)(O)OP(=O)(O)OP(=O)(O)O)O)N (dATP), OP(OP(O)(OP(O)(O)=O)=O)(OC[C@@H]1[C@@H](O)C[C@H](N2C(NC(C(C)=C2)=O)=O)O1)=O (dTTP), P(O)(=O)(OP(=O)(O)OP(=O)(O)O)OC[C@@H]1[C@H](C[C@@H](O1)N1C=NC=2C(=O)NC(N)=NC12)O (dGTP), P(O)(=O)(OP(=O)(O)OP(=O)(O)O)OC[C@@H]1[C@H](C[C@@H](O1)N1C(=O)N=C(N)C=C1)O (dCTP). Product: NCCCCNCCCN (Spermidine). RXN SMILES: C1N=[C:5]2[N:7]([C@@H:10]3O[C@H:13](COP(OP(OP(O)(O)=O)(O)=O)(O)=O)[C@@H:12](O)[CH2:11]3)C=N[C:4]2=[C:3](N)[N:2]=1.P(OC[C@H]1O[C@@H]([N:50]2C3N=C(N)NC(=O)C=3N=C2)C[C@@H]1O)(OP(OP(O)(O)=O)(O)=O)(=O)O.P(OC[C@H]1O[C@@H](N2C=CC(N)=NC2=O)C[C@@H]1O)(OP(OP(O)(O)=O)(O)=O)(=O)O.OP(=O)(OC[C@H]1O[C@@H](N2C=C(C)C(=O)NC2=O)C[C@@H]1O)OP(=O)(OP(=O)(O)O)O>>[NH2:50][CH2:13][CH2:12][CH2:11][CH2:10][NH:7][CH2:5][CH2:4][CH2:3][NH2:2]. Procedure: 0.2 mM ea dATP, dGTP, dCTP, dTTP